Task: describe an organic reaction: reactants, conditions, products, and yield. Dataset: the Open Reaction Database (ORD), a public repository of structured organic reaction records Reactants: SCCC(=O)OC (methyl 3-mercaptopropanoate), COC(C(=O)OC)C(C1=C(C=CC=C1)CCCCCCCCC1=CC=CC=C1)O (Methyl 2-methoxy-3-hydroxy-3-[2-(8-phenyloctyl)phenyl]propanoate). Run in FC(C(=O)O)(F)F (trifluoroacetic acid). Conditions: time 10 minute. The product is COC(C(=O)OC)C(C1=C(C=CC=C1)CCCCCCCCC1=CC=CC=C1)SCCC(=O)OC (Methyl 2-methoxy-3-(2-carbomethoxyethylthio)-3-[2-(8-phenyloctyl)phenyl]propanoate). Reaction SMILES: [SH:1][CH2:2][CH2:3][C:4]([O:6][CH3:7])=[O:5].[CH3:8][O:9][CH:10]([CH:15](O)[C:16]1[CH:21]=[CH:20][CH:19]=[CH:18][C:17]=1[CH2:22][CH2:23][CH2:24][CH2:25][CH2:26][CH2:27][CH2:28][CH2:29][C:30]1[CH:35]=[CH:34][CH:33]=[CH:32][CH:31]=1)[C:11]([O:13][CH3:14])=[O:12]>FC(F)(F)C(O)=O>[CH3:8][O:9][CH:10]([CH:15]([S:1][CH2:2][CH2:3][C:4]([O:6][CH3:7])=[O:5])[C:16]1[CH:21]=[CH:20][CH:19]=[CH:18][C:17]=1[CH2:22][CH2:23][CH2:24][CH2:25][CH2:26][CH2:27][CH2:28][CH2:29][C:30]1[CH:35]=[CH:34][CH:33]=[CH:32][CH:31]=1)[C:11]([O:13][CH3:14])=[O:12]. Procedure details: To trifluoroacetic acid (100 ml) under argon and cooled to 0° C., was added methyl 3-mercaptopropanoate (0.5 ml, 4.5 mmoles). The mixture was stirred for 10 minutes, after which the ice bath was removed. Methyl 2-methoxy-3-hydroxy-3-[2-(8-phenyloctyl)phenyl]propanoate (1.5 g, 4 mmoles) was added and the mixture stirred for 18 hours. The reaction mixture was evaporated and diluted in methylene chloride. The organic layer was washed with 10% sodium hydroxide (ice cold) followed by ice water. The o... The reactants are C12CCCC(N(C1)C1=C(C=C3C(C(=CN(C3=C1F)CC)C(=O)O)=O)F)CN2 (7-(6,8-diazabicyclo[3.2.2]non-6-yl)-1-ethyl-6,8-difluoro-1,4-dihydro-4-oxo-3-quinolinecarboxylic acid), C=O (formaldehyde). The solvent is C(=O)O (formic acid). The product is C(C)N1C=C(C(C2=CC(=C(C(=C12)F)N1C2CCCC(C1)N(C2)C)F)=O)C(=O)O (1-Ethyl-6,8-difluoro-1,4-dihydro-7-(8-methyl-6,8-diazabicyclo[3.2.2]non-6-yl)-4-oxo-3-quinolinecarboxylic acid). Reaction SMILES: [CH:1]12[NH:27][CH2:26][CH:5]([N:6]([C:8]3[C:17]([F:18])=[C:16]4[C:11]([C:12](=[O:24])[C:13]([C:21]([OH:23])=[O:22])=[CH:14][N:15]4[CH2:19][CH3:20])=[CH:10][C:9]=3[F:25])[CH2:7]1)[CH2:4][CH2:3][CH2:2]2.[CH2:28]=O>C(O)=O>[CH2:19]([N:15]1[C:16]2[C:11](=[CH:10][C:9]([F:25])=[C:8]([N:6]3[CH2:7][CH:1]4[N:27]([CH3:28])[CH2:26][CH:5]3[CH2:4][CH2:3][CH2:2]4)[C:17]=2[F:18])[C:12](=[O:24])[C:13]([C:21]([OH:23])=[O:22])=[CH:14]1)[CH3:20]. Procedure: A mixture of 0.20 g (0.52 mmol) of 7-(6,8-diazabicyclo[3.2.2]non-6-yl)-1-ethyl-6,8-difluoro-1,4-dihydro-4-oxo-3-quinolinecarboxylic acid, 5 ml of 37% formaldehyde solution, and 5 ml of formic acid was heated under reflux for 3.6 hr. The reaction mixture was evaporated to dryness and the residue was suspended in ethanol/HCl. The solid was collected by filtration to give 0.16 g of the title compound as the hydrochloride salt, mp ≤300°. The reactants are [H-].[Na+] (sodium hydride), C(C1=CC=CC=C1)Br (benzyl bromide), COC=1C=C2C=CC(=CC2=CC1)NC1=CC=C(C=C1)O (4-[(6-methoxy-2-naphthyl)amino]phenol), [H][H] (hydrogen). Solvent: O (H2O), CN(C)C=O (DMF). The product is C(C1=CC=CC=C1)OC1=CC=C(C=C1)NC1=CC2=CC=C(C=C2C=C1)OC (2-[(4-Benzyloxyphenyl)amino]-6methoxynaphthalene). Yield: 97.1%. RXN SMILES: [H-].[Na+].[CH3:3][O:4][C:5]1[CH:6]=[C:7]2[C:12](=[CH:13][CH:14]=1)[CH:11]=[C:10]([NH:15][C:16]1[CH:21]=[CH:20][C:19]([OH:22])=[CH:18][CH:17]=1)[CH:9]=[CH:8]2.[H][H].[CH2:25](Br)[C:26]1[CH:31]=[CH:30][CH:29]=[CH:28][CH:27]=1>O.CN(C=O)C>[CH2:25]([O:22][C:19]1[CH:20]=[CH:21][C:16]([NH:15][C:10]2[CH:9]=[CH:8][C:7]3[C:12](=[CH:13][CH:14]=[C:5]([O:4][CH3:3])[CH:6]=3)[CH:11]=2)=[CH:17][CH:18]=1)[C:26]1[CH:31]=[CH:30][CH:29]=[CH:28][CH:27]=1 |f:0.1|. Procedure details: The oil was removed from 100 mg (50% in oil, 2.1 mmol, Alfa) of sodium hydride dispersion by washing with three portions of petroleum ether then the residue was covered with 10 ml of dry THF. A total of 530 mg (2.00 mmol) of 4-[(6-methoxy-2-naphthyl)amino]phenol (prepared as described in Example 2) was added to the resulting mixture in several portions. The deep purple reaction mixture was stirred for an additional 10 minutes until hydrogen evolution ceased then 1 ml of sieve-dried DMF was added... Starting materials: C(CC(=O)O)(=O)O (malonic acid), C(C)(=O)OC(C)=O (acetic anhydride), S(O)(O)(=O)=O (sulfuric acid), C1(=CC=CC=C1)CCC(C)=O (4-phenyl-2-butanone). The solvent is O (H2O). Reaction conditions: time 20 minute. Yields the product CC1(OC(CC(O1)=O)=O)CCC1=CC=CC=C1 (2-methyl-2-(2-phenylethyl)-1,3-dioxane-4,6-dione). Reaction SMILES: [C:1]([OH:7])(=[O:6])[CH2:2][C:3]([OH:5])=[O:4].C(OC(=O)C)(=O)C.S(=O)(=O)(O)O.[C:20]1([CH2:26][CH2:27][C:28](=O)[CH3:29])[CH:25]=[CH:24][CH:23]=[CH:22][CH:21]=1>O>[CH3:29][C:28]1([CH2:27][CH2:26][C:20]2[CH:25]=[CH:24][CH:23]=[CH:22][CH:21]=2)[O:6][C:1](=[O:7])[CH2:2][C:3](=[O:5])[O:4]1. Procedure: To a solution of malonic acid (56.7 g, 0.55 mol) and acetic anhydride (73 ml), sulfuric acid (2 ml) was added dropwise at 5°-10° C. and stirring was continued for 20 min at the same temperature. To this mixture, 4-phenyl-2-butanone (105 g, 0.7 mol) was added dropwise at 15°-20° C. and stirring was continued for 15 h at the same temperature. The reaction mixture was taken up into H2O, extracted with chloroform, then the organic extract was washed with H2O, dried over anhydrous MgSO4 and evaporate...